Dataset: the Open Reaction Database (ORD), a public repository of structured organic reaction records. Task: describe an organic reaction: reactants, conditions, products, and yield Reactants: [Br-], C1CCOC1, C1CCOC1, [Cl-], CCOC(=O)c1nc(Cl)c2cccc(F)c2n1, Cl, Fc1ccc([Mg+])cc1, [Na+]. The product is O=C(c1ccc(F)cc1)c1nc(Cl)c2cccc(F)c2n1. As a reaction SMILES: [Br-:18].[CH2:27]1[O:28][CH2:29][CH2:30][CH2:31]1.[CH2:35]1[O:36][CH2:37][CH2:38][CH2:39]1.[Cl-:33].[Cl:1][c:2]1[n:3][c:4]([C:13]([O:15][CH2:14][CH3:16])=[O:17])[n:5][c:6]2[c:7]([F:12])[cH:8][cH:9][cH:10][c:11]12.[ClH:32].[F:19][c:20]1[cH:21][cH:22][c:23]([Mg+:26])[cH:24][cH:25]1.[Na+:34]>>[Cl:1][c:2]1[n:3][c:4]([C:13](=[O:15])[c:23]2[cH:22][cH:21][c:20]([F:19])[cH:25][cH:24]2)[n:5][c:6]2[c:7]([F:12])[cH:8][cH:9][cH:10][c:11]12.